This data is from the Open Reaction Database (ORD), a public repository of structured organic reaction records. The task is: describe an organic reaction: reactants, conditions, products, and yield RXN SMILES: [Al+3:2].[C:12]([CH3:13])(=[O:14])[NH:15][CH:16]1[C:17]([CH:46]=[CH2:47])([OH:48])[c:18]2[c:19]3[c:20]([cH:21][n:22]([S:27](=[O:28])(=[O:29])[c:30]4[c:31]([CH:42]([CH3:43])[CH3:44])[cH:32][c:33]([CH:39]([CH3:40])[CH3:41])[cH:34][c:35]4[CH:36]([CH3:37])[CH3:38])[c:23]3[cH:24][cH:25][cH:26]2)[CH2:45]1.[CH2:7]1[O:8][CH2:9][CH2:10][CH2:11]1.[CH3:56][CH2:57][OH:58].[H-:1].[H-:4].[H-:5].[H-:6].[Li+:3].[Na+:49].[Na+:50].[O-:51][S:52]([O-:53])(=[O:54])=[O:55]>>[CH2:12]([CH3:13])[NH:15][CH:16]1[C:17]([CH:46]=[CH2:47])([OH:48])[c:18]2[c:19]3[c:20]([cH:21][n:22]([S:27](=[O:28])(=[O:29])[c:30]4[c:31]([CH:42]([CH3:43])[CH3:44])[cH:32][c:33]([CH:39]([CH3:40])[CH3:41])[cH:34][c:35]4[CH:36]([CH3:37])[CH3:38])[c:23]3[cH:24][cH:25][cH:26]2)[CH2:45]1. Product: C=CC1(O)c2cccc3c2c(cn3S(=O)(=O)c2c(C(C)C)cc(C(C)C)cc2C(C)C)CC1NCC. Reactants: [Al+3], C=CC1(O)c2cccc3c2c(cn3S(=O)(=O)c2c(C(C)C)cc(C(C)C)cc2C(C)C)CC1NC(C)=O, C1CCOC1, CCO, [H-], [H-], [H-], [H-], [Li+], [Na+], [Na+], O=S(=O)([O-])[O-].